Dataset: the Open Reaction Database (ORD), a public repository of structured organic reaction records. Task: describe an organic reaction: reactants, conditions, products, and yield Reactants: Cl.FC1=C(C=C2C(=CCC2=C1)CCN)OC (2-(6-fluoro-5-methoxy-1H-inden-3-yl)ethylamine hydrochloride), C(CC)(=O)Cl (propionyl chloride). Product: Example 8, FC1=C(C=C2C(=CCC2=C1)CCNC(CC)=O)OC (N-[2-(6-Fluoro-5-methoxy-1H-inden-3-yl)ethyl]propionamide). Isolated yield 83.0%. As a reaction SMILES: Cl.[F:2][C:3]1[CH:11]=[C:10]2[C:6]([C:7]([CH2:12][CH2:13][NH2:14])=[CH:8][CH2:9]2)=[CH:5][C:4]=1[O:15][CH3:16].[C:17](Cl)(=[O:20])[CH2:18][CH3:19]>>[F:2][C:3]1[CH:11]=[C:10]2[C:6]([C:7]([CH2:12][CH2:13][NH:14][C:17](=[O:20])[CH2:18][CH3:19])=[CH:8][CH2:9]2)=[CH:5][C:4]=1[O:15][CH3:16] |f:0.1|. Reported procedure: Starting with 2-(6-fluoro-5-methoxy-1H-inden-3-yl)ethylamine hydrochloride and propionyl chloride, the title compound was synthesized in otherwise the same manner as Example 8 (yield 83%). The reactants are ClC=1C=CC(=C(C#N)C1)N1CC(CC(C1)C)C (5-chloro-2-(3,5-dimethyl-piperidin-1-yl)-benzonitrile), [OH-].[K+] (KOH), O (water), O (water), C(C)(=O)OCC (ethyl acetate). Solvent: COCCOCCO (Diethylene glycol monomethyl ether). Yields the product ClC=1C=CC(=C(C(=O)O)C1)N1CC(CC(C1)C)C (5-chloro-2-(3,5-dimethyl-piperidin-1-yl)-benzoic acid). Isolated yield 75.0%. Reaction SMILES: [Cl:1][C:2]1[CH:3]=[CH:4][C:5]([N:10]2[CH2:15][CH:14]([CH3:16])[CH2:13][CH:12]([CH3:17])[CH2:11]2)=C([CH:9]=1)C#N.[OH-].[K+].O.[C:21]([O:24]CC)(=[O:23])[CH3:22]>COCCOCCO>[Cl:1][C:2]1[CH:3]=[CH:4][C:5]([N:10]2[CH2:11][CH:12]([CH3:17])[CH2:13][CH:14]([CH3:16])[CH2:15]2)=[C:22]([CH:9]=1)[C:21]([OH:24])=[O:23] |f:1.2|. Procedure details: To a solution of 5-chloro-2-(3,5-dimethyl-piperidin-1-yl)-benzonitrile (1.05 g, 4.220 mmol) in Diethylene glycol monomethyl ether (2.50 mL) was added KOH (0.947 g, 16.883 mmol) and water (0.750 ml). The reaction was heated at 130–135° C. overnight. Upon cooling to rt, water and ethyl acetate was added the organic layer was discarded and the aqueous layer is acidified to pH˜6–7. The aqueous layer was then extracted with ethyl acetate three times. The combined organic layer was washed with water, ... Reactants: C(#N)C1=NN(C(=C1SC(F)(F)F)C=O)C1=C(C=C(C=C1Cl)C(F)(F)F)Cl (3-cyano-1-(2,6-dichloro-4-trifluoromethylphenyl)-5-formyl-4-trifluoromethylthiopyrazole), COC(OC)OC (trimethylorthoformate), C(C)OCC (diethyl ether). The reagents and catalysts are O.C1(=CC=C(C=C1)S(=O)(=O)O)C (para-toluenesulfonic acid monohydrate). Solvent: CO (methanol). Yields the product C(#N)C1=NN(C(=C1SC(F)(F)F)C(OC)OC)C1=C(C=C(C=C1Cl)C(F)(F)F)Cl (3-cyano-1-(2,6-dichloro-4-trifluoromethylphenyl)-5-dimethoxymethyl-4-trifluoromethylthiopyrazole). Isolated yield 76.2%. RXN SMILES: [C:1]([C:3]1[C:7]([S:8][C:9]([F:12])([F:11])[F:10])=[C:6](C=O)[N:5]([C:15]2[C:20]([Cl:21])=[CH:19][C:18]([C:22]([F:25])([F:24])[F:23])=[CH:17][C:16]=2[Cl:26])[N:4]=1)#[N:2].[CH3:27][O:28][CH:29](OC)[O:30][CH3:31].C(OCC)C>CO.O.C1(C)C=CC(S(O)(=O)=O)=CC=1>[C:1]([C:3]1[C:7]([S:8][C:9]([F:10])([F:12])[F:11])=[C:6]([CH:29]([O:30][CH3:31])[O:28][CH3:27])[N:5]([C:15]2[C:20]([Cl:21])=[CH:19][C:18]([C:22]([F:25])([F:23])[F:24])=[CH:17][C:16]=2[Cl:26])[N:4]=1)#[N:2] |f:4.5|. Procedure details: The product of Example 3 (2.0 g, 0.005 mol) was combined with trimethylorthoformate (10 ml, 0.09 mol) and para-toluenesulfonic acid monohydrate (50 mg, catalytic) in anhydrous methanol. The mixture was refluxed for 72 hours, cooled to room temperature, poured into diethyl ether, washed with a 1:1 mixture of 10% aqueous sodium hydroxide solution and concentrated aqueous sodium chloride solution (100 ml), water (100 ml) and saturated aqueous sodium chloride solution (100 ml). The organic phase was...